From a dataset of the Open Reaction Database (ORD), a public repository of structured organic reaction records. describe an organic reaction: reactants, conditions, products, and yield The reactants are CC(C)(C)[O-], O=[N+]([O-])c1cc(F)ccc1F, [K+], C1CCOC1, O. Product: CC(C)(C)Oc1ccc(F)cc1[N+](=O)[O-]. RXN SMILES: [CH3:6][C:7]([CH3:8])([O-:9])[CH3:10].[F:12][c:13]1[c:14]([N+:20](=[O:21])[O-:22])[cH:15][c:16]([F:19])[cH:17][cH:18]1.[K+:11].[O:1]1[CH2:2][CH2:3][CH2:4][CH2:5]1.[OH2:23]>>[CH3:6][C:7]([CH3:8])([O:9][c:13]1[c:14]([N+:20](=[O:21])[O-:22])[cH:15][c:16]([F:19])[cH:17][cH:18]1)[CH3:10]. The reactants are ClC=1C2=C(N=C(N1)N(CCC)CCC)N(C=C2C2=C(C=C(C=C2C)C)C)C (4-Chloro-5-mesityl-7-methyl-N,N-dipropyl-7H-pyrrolo[2,3-d]pyrimidin-2-amine), C(C)(=O)O (acetic acid). Run in [OH-].[Na+] (sodium hydroxide), O (water). The product is C(CC)N(C=1NC(C2=C(N1)N(C=C2C2=C(C=C(C=C2C)C)C)C)=O)CCC (2-(Dipropylamino)-5-mesityl-7-methyl-3,7-dihydro-4H-pyrrolo[2,3-d]pyrimidin-4-one). Yield: 81.0%. RXN SMILES: Cl[C:2]1[C:3]2[C:17]([C:18]3[C:23]([CH3:24])=[CH:22][C:21]([CH3:25])=[CH:20][C:19]=3[CH3:26])=[CH:16][N:15]([CH3:27])[C:4]=2[N:5]=[C:6]([N:8]([CH2:12][CH2:13][CH3:14])[CH2:9][CH2:10][CH3:11])[N:7]=1.C(O)(=[O:30])C>[OH-].[Na+].O>[CH2:9]([N:8]([CH2:12][CH2:13][CH3:14])[C:6]1[NH:7][C:2](=[O:30])[C:3]2[C:17]([C:18]3[C:23]([CH3:24])=[CH:22][C:21]([CH3:25])=[CH:20][C:19]=3[CH3:26])=[CH:16][N:15]([CH3:27])[C:4]=2[N:5]=1)[CH2:10][CH3:11] |f:2.3|. Procedure: 4-Chloro-5-mesityl-7-methyl-N,N-dipropyl-7H-pyrrolo[2,3-d]pyrimidin-2-amine (50 mg, 0.13 mmol) in aqueous sodium hydroxide (2M, 10 ml) was heated at reflux for 6 hours. The solution was cooled to room temperature and neutralized with acetic acid. The mixture was diluted with water (20 ml) and extracted with ethyl acetate (50 ml×3). The extracts were combined, washed with brine, dried over sodium sulfate and concentrated in vacuo. The residue was purified by silica gel chromatography eluting with... Reactants: CC1=CC(=NC(=C1)C)C(=O)O (4.6-dimethyl-2-pyridinecarboxylic acid), N,N'-carbonyldiimidazole, NC1=NN=NN1 (5-aminotetrazole). Product: N1N=NN=C1NC(=O)C1=NC(=CC(=C1)C)C (N-(5-tetrazolyl)-4,6-dimethyl-2-pyridinecarboxamide). Isolated yield 40.2%. RXN SMILES: [CH3:1][C:2]1[CH:7]=[C:6]([CH3:8])[N:5]=[C:4]([C:9]([OH:11])=O)[CH:3]=1.[NH2:12][C:13]1[NH:17][N:16]=[N:15][N:14]=1>>[NH:14]1[C:13]([NH:12][C:9]([C:4]2[CH:3]=[C:2]([CH3:1])[CH:7]=[C:6]([CH3:8])[N:5]=2)=[O:11])=[N:17][N:16]=[N:15]1. Procedure details: 0.81 g of 4.6-dimethyl-2-pyridinecarboxylic acid, 0.86 g of N,N'-carbonyldiimidazole and 0.54 g of 5-aminotetrazole are treated in the same manner as described in Example 2. The crude product thus obtained is recrystallized from a mixture of dimethylformamide and ethanol, whereby 0.47 g of N-(5-tetrazolyl)-4,6-dimethyl-2-pyridinecarboxamide is obtained. The reactants are S(=O)=O (sulphur dioxide), C(CCCCCCC\C=C/CCCCCCCC)O (oleyl alcohol), S(=O)(Cl)Cl (thionyl chloride), N1=CC=CC=C1 (pyridine). Run in C1=CC=CC=C1 (benzene). Reaction conditions: temperature 0 celsius. Product: C(CCCCCCC\C=C/CCCCCCCC)Cl (oleyl chloride). Isolated yield 81.0%. RXN SMILES: [CH2:1](O)[CH2:2][CH2:3][CH2:4][CH2:5][CH2:6][CH2:7][CH2:8]/[CH:9]=[CH:10]\[CH2:11][CH2:12][CH2:13][CH2:14][CH2:15][CH2:16][CH2:17][CH3:18].N1C=CC=CC=1.S(Cl)([Cl:28])=O.S(=O)=O>C1C=CC=CC=1>[CH2:1]([Cl:28])[CH2:2][CH2:3][CH2:4][CH2:5][CH2:6][CH2:7][CH2:8]/[CH:9]=[CH:10]\[CH2:11][CH2:12][CH2:13][CH2:14][CH2:15][CH2:16][CH2:17][CH3:18]. Procedure details: 67 gms of oleyl alcohol was dissolved in 75 mls of benzene, 0.15 ml of pyridine were added. The solution was cooled to 0° C. and 46 gms of thionyl chloride was added over 5 minutes with stirring. The solution was heated to reflux temperature for 10 minutes until all sulphur dioxide evolution ceased. It was cooled and extracted with 150 ml of 10% saline solution then with 50 ml of 10% sodium carbonate solution and finally with 100 ml of 10% saline solution. The organic layer was dried over sodium... The reactants are C(C)C1=NN=C(O1)C1(CCNCC1)N(C(CC)=O)C1=CC=CC=C1 (4-(ethyl-1,3,4-oxadiazolyl)-4-(N-phenylpropionamido)piperidine), S1C(=CC=C1)CCCl (2-(2-thienyl)ethyl chloride), [Na+].[I-] (NaI), C(=O)([O-])[O-].[Na+].[Na+] (Na2CO3). Run in C(C)#N (acetonitrile). Product: S1C(=CC=C1)CCN1CCC(CC1)(N(C(CC)=O)C1=CC=CC=C1)C=1OC(=NN1)CC (1-[2-(2-thienyl)ethyl]-4-(ethyl-1,3,4-oxadiazolyl)-4-(N-phenylpropionamido)piperidine). Yield: 81.4%. Reaction SMILES: [CH2:1]([C:3]1[O:7][C:6]([C:8]2([N:14]([C:19]3[CH:24]=[CH:23][CH:22]=[CH:21][CH:20]=3)[C:15](=[O:18])[CH2:16][CH3:17])[CH2:13][CH2:12][NH:11][CH2:10][CH2:9]2)=[N:5][N:4]=1)[CH3:2].[S:25]1[CH:29]=[CH:28][CH:27]=[C:26]1[CH2:30][CH2:31]Cl.[Na+].[I-].C([O-])([O-])=O.[Na+].[Na+]>C(#N)C>[S:25]1[CH:29]=[CH:28][CH:27]=[C:26]1[CH2:30][CH2:31][N:11]1[CH2:10][CH2:9][C:8]([C:6]2[O:7][C:3]([CH2:1][CH3:2])=[N:4][N:5]=2)([N:14]([C:19]2[CH:24]=[CH:23][CH:22]=[CH:21][CH:20]=2)[C:15](=[O:18])[CH2:16][CH3:17])[CH2:13][CH2:12]1 |f:2.3,4.5.6|. Procedure details: A mixture of 4-(ethyl-1,3,4-oxadiazolyl)-4-(N-phenylpropionamido)piperidine (880 mg, 2.68 mmol), 2-(2-thienyl)ethyl chloride (385 mg, 2.63 mmol), NaI (470 mg, 3.1 mmol) and Na2CO3 (2.0 g) in acetonitrile (50 ml) was refluxed for 72 hours. It was cooled down to room temperature and filtered. The filtrate was concentrated in vacuo and the residue was treated with CH2Cl2 (100 ml). The resulting mixture was filtered and the filtrate was concentrated in vacuo. The residue was chromatographed to give ... Procedure details: To a solution of benzyl (4-{[tert-butyl(dimethyl)silyl]-oxy}-2-{[methoxy(methyl)amino]carbonyl}phenyl)carbamate (91 g, 0.20 mol) in ethanol (250 ml)-tetrahydrofuran (250 ml) was added 5% palladium-carbon (25 g), and the mixture was stirred at room temperature under a hydrogen atmosphere for 12 hrs. The reaction mixture was filtered and the filtrate was concentrated under reduced pressure. The residue was crystallized from n-hexane to give 2-amino-5-{[tert-butyl(dimethyl)silyl]oxy}-N-methoxy-N-me... Conditions: time 12 hour. Product: NC1=C(C(=O)N(C)OC)C=C(C=C1)O[Si](C)(C)C(C)(C)C (2-amino-5-{[tert-butyl(dimethyl)silyl]oxy}-N-methoxy-N-methylbenzamide). The yield is 70.9%. As a reaction SMILES: [Si:1]([O:8][C:9]1[CH:14]=[CH:13][C:12]([NH:15]C(=O)OCC2C=CC=CC=2)=[C:11]([C:26]([N:28]([O:30][CH3:31])[CH3:29])=[O:27])[CH:10]=1)([C:4]([CH3:7])([CH3:6])[CH3:5])([CH3:3])[CH3:2].O1CCCC1>C(O)C.[C].[Pd]>[NH2:15][C:12]1[CH:13]=[CH:14][C:9]([O:8][Si:1]([C:4]([CH3:7])([CH3:6])[CH3:5])([CH3:2])[CH3:3])=[CH:10][C:11]=1[C:26]([N:28]([O:30][CH3:31])[CH3:29])=[O:27] |f:3.4|. Run in C(C)O (ethanol). Reagents/catalysts: [C].[Pd] (palladium-carbon). The reactants are [Si](C)(C)(C(C)(C)C)OC1=CC(=C(C=C1)NC(OCC1=CC=CC=C1)=O)C(=O)N(C)OC (benzyl (4-{[tert-butyl(dimethyl)silyl]-oxy}-2-{[methoxy(methyl)amino]carbonyl}phenyl)carbamate), O1CCCC1 (tetrahydrofuran). The reactants are NC(=O)c1[nH]cc(Cl)c1-c1ccc(N)cc1, O=C=Nc1cc(C(F)(F)F)ccc1F, C1CCOC1. Yields the product NC(=O)c1[nH]cc(Cl)c1-c1ccc(NC(=O)Nc2cc(C(F)(F)F)ccc2F)cc1. Reaction SMILES: [Cl:1][c:2]1[c:3](-[c:10]2[cH:11][cH:12][c:13]([NH2:16])[cH:14][cH:15]2)[c:4]([C:7](=[O:8])[NH2:9])[nH:5][cH:6]1.[F:17][c:18]1[c:19]([N:28]=[C:29]=[O:30])[cH:20][c:21]([C:24]([F:25])([F:26])[F:27])[cH:22][cH:23]1.[O:31]1[CH2:32][CH2:33][CH2:34][CH2:35]1>>[Cl:1][c:2]1[c:3](-[c:10]2[cH:11][cH:12][c:13]([NH:16][C:29]([NH:28][c:19]3[c:18]([F:17])[cH:23][cH:22][c:21]([C:24]([F:25])([F:26])[F:27])[cH:20]3)=[O:30])[cH:14][cH:15]2)[c:4]([C:7](=[O:8])[NH2:9])[nH:5][cH:6]1. The reactants are O (water), CO[C@@H]1[C@H]([C@@H](OC[C@@H]1C)\C=C/CCCCCCC)O ((2S,3R,4S,5S)-4-methoxy-5-methyl-2-[(Z)-1-nonenyl]tetrahydro-2H-pyran-3-ol), C(C)(C)(C)OC(=O)NCC(=O)O (N-(tert-butoxycarbonyl)glycine), C1(CCCCC1)N=C=NC1CCCCC1 (dicyclohexylcarbodiimide). The reagents and catalysts are CN(C1=CC=NC=C1)C (4-dimethylamino pyridine). Solvent: ClCCl (dichloro- methane). Run at time 3 hour. Yields the product C(C)(C)(C)OC(=O)NCC(=O)O[C@H]1[C@@H](OC[C@@H]([C@@H]1OC)C)\C=C/CCCCCCC ((2S,3R,4S,5S)-4-methoxy-5-methyl-2-[(Z)-1-nonenyl]tetrahydro-2H-pyran -3-yl N-(tert-butoxycarbonyl)glycinate). Isolated yield 89.9%. RXN SMILES: [CH3:1][O:2][C@H:3]1[C@@H:8]([CH3:9])[CH2:7][O:6][C@@H:5](/[CH:10]=[CH:11]\[CH2:12][CH2:13][CH2:14][CH2:15][CH2:16][CH2:17][CH3:18])[C@@H:4]1[OH:19].[C:20]([O:24][C:25]([NH:27][CH2:28][C:29](O)=[O:30])=[O:26])([CH3:23])([CH3:22])[CH3:21].C1(N=C=NC2CCCCC2)CCCCC1.O>CN(C)C1C=CN=CC=1.ClCCl>[C:20]([O:24][C:25]([NH:27][CH2:28][C:29]([O:19][C@@H:4]1[C@@H:3]([O:2][CH3:1])[C@@H:8]([CH3:9])[CH2:7][O:6][C@H:5]1/[CH:10]=[CH:11]\[CH2:12][CH2:13][CH2:14][CH2:15][CH2:16][CH2:17][CH3:18])=[O:30])=[O:26])([CH3:23])([CH3:22])[CH3:21]. Procedure: A mixture of (2S,3R,4S,5S)-4-methoxy-5-methyl-2-[(Z)-1-nonenyl]tetrahydro-2H-pyran-3-ol (9.0 mg), N-(tert-butoxycarbonyl)glycine (17.5 mg), 4-dimethylamino pyridine (12.0 mg), and dicyclohexylcarbodiimide (21.0 mg) in dry dichloro- methane (0.5 ml) was stirred for 3 hours at room temperature. To the reaction mixture water was added, and the mixture was partitioned between water and dichloromethane. The organic layer was washed with brine, dried over sodium sulfate, filtered, and concentrated. Pu... Starting materials: O=C(c1ccccc1)c1c[nH]c(C(=O)O)c1, Cc1cc(N2CCC(N3CCCC3C)C2)ccc1N. Yields the product Cc1cc(N2CCC(N3CCCC3C)C2)ccc1NC(=O)c1cc(C(=O)c2ccccc2)c[nH]1. Reaction SMILES: [C:20]([c:21]1[cH:22][cH:23][cH:24][cH:25][cH:26]1)(=[O:27])[c:28]1[cH:29][c:30]([C:33](=[O:34])[OH:35])[nH:31][cH:32]1.[CH3:1][c:2]1[c:3]([NH2:19])[cH:4][cH:5][c:6]([N:8]2[CH2:9][CH:10]([N:13]3[CH:14]([CH3:18])[CH2:15][CH2:16][CH2:17]3)[CH2:11][CH2:12]2)[cH:7]1>>[CH3:1][c:2]1[c:3]([NH:19][C:33]([c:30]2[cH:29][c:28]([C:20]([c:21]3[cH:22][cH:23][cH:24][cH:25][cH:26]3)=[O:27])[cH:32][nH:31]2)=[O:34])[cH:4][cH:5][c:6]([N:8]2[CH2:9][CH:10]([N:13]3[CH:14]([CH3:18])[CH2:15][CH2:16][CH2:17]3)[CH2:11][CH2:12]2)[cH:7]1. Starting materials: 3-(1-exthoxycarbonyl-3-ethyl-4-piperidinyl)-1,2,3,4 -tetrahydro-1-methyl-6-nitro-2,4-dioxoquinazoline, COC=1C=C2C(=NC=NC2=CC1OC)N1CCC(CC1)N1C(N(C2=CC=C(C=C2C1=O)[N+](=O)[O-])CC1=CC=C(C=C1)[N+](=O)[O-])=O (3-[1-(6,7-Dimethoxy-4-quinazolinyl)-4-piperidinyl]-1,2,3,4-tetrahydro-6-nitro-1-(4-nitrobenzyl)-2,4-dioxoquinazoline), Br.C(C)C1CNCCC1N1C(N(C2=CC=C(C=C2C1=O)[N+](=O)[O-])C)=O (3-(3-ethyl-4-piperidinyl)-1,2,3,4-tetrahydro-1-methyl-6-nitro-2,4-dioxoquinazoline hydrobromide). The product is COC=1C=C2C(=NC=NC2=CC1OC)N1CC(C(CC1)N1C(N(C2=CC=C(C=C2C1=O)[N+](=O)[O-])C)=O)CC (3-[1-(6,7-dimethoxy-4-quinazolinyl)-3-ethyl-4-piperidinyl]-1,2,3,4-tetrahydro-1-methyl-6-nitro-2,4-dioxoquinazoline). Isolated yield 39.0%. Reaction SMILES: [CH3:1][O:2][C:3]1[CH:4]=[C:5]2[C:10](=[CH:11][C:12]=1[O:13][CH3:14])[N:9]=[CH:8][N:7]=[C:6]2[N:15]1[CH2:20][CH2:19][CH:18]([N:21]2[C:30](=[O:31])[C:29]3[C:24](=[CH:25][CH:26]=[C:27]([N+:32]([O-:34])=[O:33])[CH:28]=3)[N:23]([CH2:35]C3C=CC([N+]([O-])=O)=CC=3)[C:22]2=[O:45])[CH2:17][CH2:16]1.Br.[CH2:47](C1C(N2C(=O)C3C(=CC=C([N+]([O-])=O)C=3)N(C)C2=O)CCNC1)[CH3:48]>>[CH3:1][O:2][C:3]1[CH:4]=[C:5]2[C:10](=[CH:11][C:12]=1[O:13][CH3:14])[N:9]=[CH:8][N:7]=[C:6]2[N:15]1[CH2:16][CH2:17][CH:18]([N:21]2[C:30](=[O:31])[C:29]3[C:24](=[CH:25][CH:26]=[C:27]([N+:32]([O-:34])=[O:33])[CH:28]=3)[N:23]([CH3:35])[C:22]2=[O:45])[CH:19]([CH2:47][CH3:48])[CH2:20]1 |f:1.2|. Procedure: The procedure similar to that described in Example 15 was repeated, except that 61.1 mg (0.15 mmol) of 3-(1-exthoxycarbonyl-3-ethyl-4-piperidinyl)-1,2,3,4 -tetrahydro-1-methyl-6-nitro-2,4-dioxoquinazoline (Compound 11: diastereomixture) was used in place of Compound a, whereby 70.4 mg of crude 3-(3-ethyl-4-piperidinyl)-1,2,3,4-tetrahydro-1-methyl-6-nitro-2,4-dioxoquinazoline hydrobromide was obtained. The product was treated in the similar manner as in Example 15 to give 30.4 mg (yield: 39%) of ...